Dataset: the Open Reaction Database (ORD), a public repository of structured organic reaction records. Task: describe an organic reaction: reactants, conditions, products, and yield Starting materials: [Al+3], Cl, [H-], [H-], [H-], [H-], [Li+], C1CCOC1, N#CC1(c2c[nH]c3ccccc23)CC1. Product: NCC1(c2c[nH]c3ccccc23)CC1. As a reaction SMILES: [Al+3:2].[ClH:21].[H-:1].[H-:4].[H-:5].[H-:6].[Li+:3].[O:22]1[CH2:23][CH2:24][CH2:25][CH2:26]1.[nH:7]1[cH:8][c:9]([C:16]2([C:19]#[N:20])[CH2:17][CH2:18]2)[c:10]2[cH:11][cH:12][cH:13][cH:14][c:15]12>>[nH:7]1[cH:8][c:9]([C:16]2([CH2:19][NH2:20])[CH2:17][CH2:18]2)[c:10]2[cH:11][cH:12][cH:13][cH:14][c:15]12. Starting materials: C1CCOC1, CC1(C)Cc2ccccc2C1O, CCOC(C)=O, [Na+], O=C([O-])O, CC(C)OC(=O)N=NC(=O)OC(C)C, c1ccc(P(c2ccccc2)c2ccccc2)cc1, COC(=O)c1c[nH]cn1. Product: COC(=O)c1cncn1C1c2ccccc2CC1(C)C. Reaction SMILES: [CH2:55]1[O:56][CH2:57][CH2:58][CH2:59]1.[CH3:1][C:2]1([CH3:12])[CH:3]([OH:11])[c:4]2[cH:5][cH:6][cH:7][cH:8][c:9]2[CH2:10]1.[CH3:65][CH2:66][O:67][C:68](=[O:69])[CH3:70].[Na+:64].[O-:60][C:61]([OH:62])=[O:63].[O:41]=[C:42]([O:43][CH:44]([CH3:45])[CH3:46])[N:47]=[N:48][C:49]([O:50][CH:51]([CH3:52])[CH3:53])=[O:54].[c:22]1([P:23]([c:24]2[cH:25][cH:26][cH:27][cH:28][cH:29]2)[c:30]2[cH:31][cH:32][cH:33][cH:34][cH:35]2)[cH:36][cH:37][cH:38][cH:39][cH:40]1.[nH:13]1[cH:14][n:15][c:16]([C:18](=[O:19])[O:20][CH3:21])[cH:17]1>>[CH3:1][C:2]1([CH3:12])[CH:3]([n:15]2[cH:14][n:13][cH:17][c:16]2[C:18](=[O:19])[O:20][CH3:21])[c:4]2[cH:5][cH:6][cH:7][cH:8][c:9]2[CH2:10]1.